Dataset: the Open Reaction Database (ORD), a public repository of structured organic reaction records. Task: describe an organic reaction: reactants, conditions, products, and yield Starting materials: CCOCC, OB(O)c1cc(Cl)ccc1OCc1ccccc1, CC(C)(O)C(C)(C)O. Reaction SMILES: [CH3:27][CH2:28][O:29][CH2:30][CH3:31].[Cl:9][c:10]1[cH:11][cH:12][c:13]([O:19][CH2:20][c:21]2[cH:22][cH:23][cH:24][cH:25][cH:26]2)[c:14]([B:16]([OH:17])[OH:18])[cH:15]1.[OH:1][C:2]([CH3:3])([CH3:4])[C:5]([CH3:6])([CH3:7])[OH:8]>>[O:1]1[C:2]([CH3:3])([CH3:4])[C:5]([CH3:6])([CH3:7])[O:8][B:16]1[c:14]1[c:13]([O:19][CH2:20][c:21]2[cH:22][cH:23][cH:24][cH:25][cH:26]2)[cH:12][cH:11][c:10]([Cl:9])[cH:15]1. The product is CC1(C)OB(c2cc(Cl)ccc2OCc2ccccc2)OC1(C)C.